Dataset: the Open Reaction Database (ORD), a public repository of structured organic reaction records. Task: describe an organic reaction: reactants, conditions, products, and yield Run in ClCCl (dichloromethane). The product is C(C)OC(CNC(=O)NC1=C(C=C(C=C1)F)F)OCC (N-(2,2-diethoxyethyl)-N'-(2,4-difluorophenyl)urea). The reactants are FC1=C(N)C=CC(=C1)F (2,4-difluoroaniline), N1=CC=CC=C1 (pyridine), FC1=C(C=CC(=C1)F)NC(OC1=CC=CC=C1)=O (phenyl 2,4-difluorophenylcarbamate), N1=CC=CC=C1 (pyridine), ClC(=O)OC1=CC=CC=C1 (phenyl chloroformate), 2-(di-ethoxy)ethylamine. RXN SMILES: [F:1][C:2]1[CH:8]=[C:7]([F:9])[CH:6]=[CH:5][C:3]=1[NH2:4].N1C=CC=[CH:12][CH:11]=1.Cl[C:17]([O:19][C:20]1[CH:25]=CC=CC=1)=[O:18].FC1C=C(F)C=C[C:28]=1[NH:34][C:35](=O)[O:36]C1C=CC=CC=1>ClCCl>[CH2:20]([O:19][CH:17]([O:18][CH2:11][CH3:12])[CH2:28][NH:34][C:35]([NH:4][C:3]1[CH:5]=[CH:6][C:7]([F:9])=[CH:8][C:2]=1[F:1])=[O:36])[CH3:25]. Conditions: time 30 minute. Procedure details: 2,4-difluoroaniline (25g) and 25.2 g of pyridine were dissolved in 200 ml of dichloromethane to which was added dropwise 33.3 g of phenyl chloroformate with ice cooling. After stirring for 30 minutes with ice cooling, the reaction solution was washed with water and dried followed by distilling the solvent to give a mixture of phenyl 2,4-difluorophenylcarbamate and pyridine. To the mixture was added 30.7 g of 2-(di-ethoxy)ethylamine and the mixture was stirred at room temperature. The crystals se... Starting materials: C(C)(C)C=1C(=C(C(=O)O)C=C(C1)C(C)C)OC (3,5-diisopropyl-2-methoxybenzoic acid), O.O.O.O.O.O.O.S(=O)(=O)([O-])[O-].[Zn+2] (zinc sulfate heptahydrate), O (water), [OH-].[K+] (potassium hydroxide), O (water). Solvent: CO (methyl alcohol). Run at temperature 60 celsius, time 2 hour. The product is C(C)(C)C=1C(=C(C(=O)[O-])C=C(C1)C(C)C)OC.[Zn+2].C(C)(C)C=1C(=C(C(=O)[O-])C=C(C1)C(C)C)OC (zinc 3,5-diisopropyl-2-methoxybenzoate). Reaction SMILES: [CH:1]([C:4]1[C:5]([O:16][CH3:17])=[C:6]([CH:10]=[C:11]([CH:13]([CH3:15])[CH3:14])[CH:12]=1)[C:7]([OH:9])=[O:8])([CH3:3])[CH3:2].[OH-].[K+].O.O.O.O.O.O.O.O.S([O-])([O-])(=O)=O.[Zn+2:33]>CO>[CH:1]([C:4]1[C:5]([O:16][CH3:17])=[C:6]([CH:10]=[C:11]([CH:13]([CH3:15])[CH3:14])[CH:12]=1)[C:7]([O-:9])=[O:8])([CH3:3])[CH3:2].[Zn+2:33].[CH:1]([C:4]1[C:5]([O:16][CH3:17])=[C:6]([CH:10]=[C:11]([CH:13]([CH3:15])[CH3:14])[CH:12]=1)[C:7]([O-:9])=[O:8])([CH3:3])[CH3:2] |f:1.2,4.5.6.7.8.9.10.11.12,14.15.16|. Procedure: Five parts of 3,5-diisopropyl-2-methoxybenzoic acid was dissolved in 80 parts of methyl alcohol, followed by the addition of an aqueous solution of 1.3 parts of 96% potassium hydroxide in 10 parts of water. The resulting mixture was heated to 60° C. An aqueous solution of 3.2 parts of zinc sulfate heptahydrate in 10 parts of water was dropped into the resulting mixture over a period of 15 minutes. After the completion of the dropping, the obtained mixture was stirred at that temperature for 2 ho... Starting materials: C(C)(C)N(C(C)C)CC (N,N-Diisopropylethylamine), CS(=O)(=O)Cl (methanesulfonyl chloride), OCCSSCCO (2-hydroxyethyl disulfide). Solvent: ClCCl (dichloromethane), ClCCl (dichloromethane). Run at time 30 minute. Yields the product CS(=O)(=O)OCCSSCCOS(=O)(=O)C (2-Methanesulfonyloxyethyl disulfide). As a reaction SMILES: C(N(CC)C(C)C)(C)C.[CH3:10][S:11](Cl)(=[O:13])=[O:12].[OH:15][CH2:16][CH2:17][S:18][S:19][CH2:20][CH2:21][OH:22]>ClCCl>[CH3:10][S:11]([O:15][CH2:16][CH2:17][S:18][S:19][CH2:20][CH2:21][O:22][S:11]([CH3:10])(=[O:13])=[O:12])(=[O:13])=[O:12]. Reported procedure: N,N-Diisopropylethylamine (4.35 ml) and 1.70 ml of methanesulfonyl chloride were added to a suspension of 1.22 ml of 2-hydroxyethyl disulfide in 30 ml of dichloromethane at −40° C. under an argon atmosphere. The mixture was stirred at that temperature for 30 min. The reaction solution was then diluted with dichloromethane, and the diluted solution was washed with an dilute aqueous hydrochloric acid solution, an aqueous sodium hydrogencarbonate solution, and water in that order, and was dried ove... Yields the product C(C)(C)(C)OC(=O)N1CCC(=CC1)C1=NC(=NC(=C1C#CC=1C=NC(=CC1)N)C)N (4-[2-Amino-5-(6-amino-pyridin-3-ylethynyl)-6-methyl-pyrimidin-4-yl]-3,6-dihydro-2H-pyridine-1-carboxylic acid tert-butyl ester). As a reaction SMILES: Cl[C:2]1[C:7]([C:8]#[C:9][C:10]2[CH:11]=[N:12][C:13]([NH2:16])=[CH:14][CH:15]=2)=[C:6]([CH3:17])[N:5]=[C:4]([NH2:18])[N:3]=1.[C:19]([O:23][C:24]([N:26]1[CH2:31][CH:30]=[C:29](B2OC(C)(C)C(C)(C)O2)[CH2:28][CH2:27]1)=[O:25])([CH3:22])([CH3:21])[CH3:20].C([O-])([O-])=O.[Na+].[Na+].[Li+].[Cl-]>C1(C)C=CC=CC=1.C(O)C.Cl[Pd](Cl)([P](C1C=CC=CC=1)(C1C=CC=CC=1)C1C=CC=CC=1)[P](C1C=CC=CC=1)(C1C=CC=CC=1)C1C=CC=CC=1>[C:19]([O:23][C:24]([N:26]1[CH2:27][CH:28]=[C:29]([C:2]2[C:7]([C:8]#[C:9][C:10]3[CH:11]=[N:12][C:13]([NH2:16])=[CH:14][CH:15]=3)=[C:6]([CH3:17])[N:5]=[C:4]([NH2:18])[N:3]=2)[CH2:30][CH2:31]1)=[O:25])([CH3:22])([CH3:20])[CH3:21] |f:2.3.4,5.6,7.8,^1:61,80|. Reaction conditions: time 2 day. Starting materials: ClC1=NC(=NC(=C1C#CC=1C=NC(=CC1)N)C)N (4-chloro-6-methyl-5-(6-amino-pyridin-3-ylethynyl)-pyrimidin-2-ylamine), C(C)(C)(C)OC(=O)N1CCC(=CC1)B1OC(C(O1)(C)C)(C)C (4-(4,4,5,5-tetramethyl-[1,3,2]-dioxaborolan-2-yl)-3,6-dihydro-2H-pyridine-1-carboxylic acid tert-butyl ester), C(=O)([O-])[O-].[Na+].[Na+] (Na2CO3), [Li+].[Cl-] (LiCl). Reported procedure: A mixture of 500 mg (1.9 mmol) 4-chloro-6-methyl-5-(6-amino-pyridin-3-ylethynyl)-pyrimidin-2-ylamine, 1.2 g (3.9 mmol) 4-(4,4,5,5-tetramethyl-[1,3,2]-dioxaborolan-2-yl)-3,6-dihydro-2H-pyridine-1-carboxylic acid tert-butyl ester, 135 mg (1.9 mmol) Pd(PPh3)2Cl2, 40 mL 1 M aqueous Na2CO3 solution and 244 mg LiCl (5.78 mmol) in 100 mL toluene/ethanol (4:1 v/v) is kept over 2 days at reflux. After cooling the solvent is evaporated, water is added and the aqueous suspension is extracted 4 times with e... Run in C1(=CC=CC=C1)C.C(C)O (toluene ethanol). Isolated yield 82.1%. The reagents and catalysts are Cl[Pd]([P](C1=CC=CC=C1)(C2=CC=CC=C2)C3=CC=CC=C3)([P](C4=CC=CC=C4)(C5=CC=CC=C5)C6=CC=CC=C6)Cl (Pd(PPh3)2Cl2). Starting materials: COC=1C=C(C=CC1OC)N1C[C@H](NCC1)C ((3R)-1-(3,4-dimethoxyphenyl)-3-methylpiperazine), BrC1=CC2=C(C=C1)OCO2 (4-bromo-1,2-(methylenedioxy)benzene). The product is O1COC2=C1C=CC(=C2)N2C[C@H](NCC2)C ((3R)-1-(1,3-benzodioxol-5-yl)-3-methylpiperazine). RXN SMILES: C[O:2][C:3]1[CH:4]=[C:5]([N:11]2[CH2:16][CH2:15][NH:14][C@H:13]([CH3:17])[CH2:12]2)[CH:6]=[CH:7][C:8]=1[O:9][CH3:10].BrC1C=CC2OCOC=2C=1>>[O:9]1[C:8]2[CH:7]=[CH:6][C:5]([N:11]3[CH2:16][CH2:15][NH:14][C@H:13]([CH3:17])[CH2:12]3)=[CH:4][C:3]=2[O:2][CH2:10]1. Reported procedure: The title compound was prepared following the procedure of Intermediate 25, but starting from 4-bromo-1,2-(methylenedioxy)benzene. Purification by flash chromatography (CHCl3/MeOH) gave the title compound as a yellow oil. M+(ESI): 221.2. HPLC (Condition A), Rt: 1.3 min (HPLC purity: 100%). The reactants are [N-]=[N+]=NCCOCCOCCOCCO, [NH4+], [OH-], c1ccc(P(c2ccccc2)c2ccccc2)cc1, c1ccncc1. Yields the product NCCOCCOCCOCCO. RXN SMILES: [N:1](=[N+:2]=[N-:3])[CH2:4][CH2:5][O:6][CH2:7][CH2:8][O:9][CH2:10][CH2:11][O:12][CH2:13][CH2:14][OH:15].[NH4+:35].[OH-:36].[c:16]1([P:17]([c:18]2[cH:19][cH:20][cH:21][cH:22][cH:23]2)[c:24]2[cH:25][cH:26][cH:27][cH:28][cH:29]2)[cH:30][cH:31][cH:32][cH:33][cH:34]1.[cH:37]1[cH:38][cH:39][n:40][cH:41][cH:42]1>>[NH2:1][CH2:4][CH2:5][O:6][CH2:7][CH2:8][O:9][CH2:10][CH2:11][O:12][CH2:13][CH2:14][OH:15].